From a dataset of the Open Reaction Database (ORD), a public repository of structured organic reaction records. describe an organic reaction: reactants, conditions, products, and yield Starting materials: BrC1=C(C=CC(=C1)Cl)NN ((2-bromo-4-chloro-phenyl)-hydrazine), O=C(C(=O)OC)CC (methyl 2-ketobutyrate). The solvent is C(C)O (ethanol), C(C)O (ethanol). Conditions: time 3 hour. Product: COC(\C(\CC)=N/NC1=C(C=C(C=C1)Cl)Br)=O ((Z)-2-[(2-bromo-4-chloro-phenyl)-hydrazono]-butyric acid methyl ester). The yield is 93.5%. As a reaction SMILES: [Br:1][C:2]1[CH:7]=[C:6]([Cl:8])[CH:5]=[CH:4][C:3]=1[NH:9][NH2:10].O=[C:12]([CH2:17][CH3:18])[C:13]([O:15][CH3:16])=[O:14]>C(O)C>[CH3:16][O:15][C:13](=[O:14])/[C:12](=[N:10]\[NH:9][C:3]1[CH:4]=[CH:5][C:6]([Cl:8])=[CH:7][C:2]=1[Br:1])/[CH2:17][CH3:18]. Procedure details: A stirred solution of (2-bromo-4-chloro-phenyl)-hydrazine (step A) (1.98 g, 8.94 mmol) in ethanol (6.5 ml) was cooled to 0° C. and a solution of commercially available methyl 2-ketobutyrate (1.08 g, 1.04 ml, 9.3 mmol) in ethanol (2 ml) was added drop wise at 0° C. for 15 min. After the mixture was allowed to stir at room temperature for 3 h it was evaporated. The crude material (3.01 g) was purified by flash chromatography on silica gel (heptane/ethyl acetate 0-20%) to yield (Z)-2-[(2-bromo-4-ch... The reactants are CCCCCCN1C(=O)C=CC1=O, NN=C(CC(F)(F)F)c1cccc([N+](=O)[O-])c1, C1COCCO1. The product is CCCCCCN1C(=O)C2C(C1=O)C2(CC(F)(F)F)c1cccc([N+](=O)[O-])c1. RXN SMILES: [CH2:18]([CH2:19][CH2:20][CH2:21][CH2:22][CH3:23])[N:24]1[C:25](=[O:30])[CH:26]=[CH:27][C:28]1=[O:29].[F:1][C:2]([CH2:3][C:4](=[N:5][NH2:6])[c:7]1[cH:8][c:9]([N+:13](=[O:14])[O-:15])[cH:10][cH:11][cH:12]1)([F:16])[F:17].[O:31]1[CH2:32][CH2:33][O:34][CH2:35][CH2:36]1>>[F:1][C:2]([CH2:3][C:4]1([c:7]2[cH:8][c:9]([N+:13](=[O:14])[O-:15])[cH:10][cH:11][cH:12]2)[CH:26]2[C:25](=[O:30])[N:24]([CH2:18][CH2:19][CH2:20][CH2:21][CH2:22][CH3:23])[C:28](=[O:29])[CH:27]12)([F:16])[F:17].